Dataset: the Open Reaction Database (ORD), a public repository of structured organic reaction records. Task: describe an organic reaction: reactants, conditions, products, and yield Starting materials: [SH2]=N.C(C1=CC=CC=C1)(=O)O.C(CCC)NC(O)=O (N-butyl-carbamic acid benzoic acid sulfimide), C1(=CC=CC=C1)O (phenol), [Na] (sodium). Solvent: O (water), O (water). Run at time 3 hour. Yields the product C(CCC)NC(OC1=CC=CC=C1)=O (phenyl N-butyl-carbamate). Reaction SMILES: [SH2]=N.C(O)(=O)[C:4]1[CH:9]=[CH:8][CH:7]=[CH:6][CH:5]=1.[CH2:12]([NH:16][C:17](=[O:19])[OH:18])[CH2:13][CH2:14][CH3:15].C1(O)C=CC=CC=1.[Na]>O>[CH2:12]([NH:16][C:17](=[O:18])[O:19][C:4]1[CH:5]=[CH:6][CH:7]=[CH:8][CH:9]=1)[CH2:13][CH2:14][CH3:15] |f:0.1.2,^1:26|. Procedure details: 5 g. N-butyl-carbamic acid benzoic acid sulfimide are suspended in the mixture of 1.67 g. phenol and 50 ml water, then while stirring (5 hours) a solution of 0.71 g. sodium hydroxyd in 50 ml water is added. After stirring another 3 hours the mixture is extracted with 2×30 ml ether. The ethereal extracts dried with sodium sulfate, then the solvent evaporated in vacuum at a temperature not above 30° C. 2.15 g. phenyl N-butyl-carbamate are obtained, which can be distilled at 146°-148° C. at 2 mmHg. Starting materials: N1=CC(=CC=C1)C1=NC=C(C(=N1)C)C(=O)O (2-(3-pyridyl)-4-methylpyrimidine-5-carboxylic acid), Cl.CNS(=O)(=O)C=1C=C(CN)C=CC1 (3-Methylsulfamoylbenzylamine hydrochloride), O-(7-azabenzotriazol-1-yl)-N,N,N,N-tetramethyluronium hexafluorophosphate, C(C)(C)N(CC)C(C)C (diisopropylethylamine). Run in CN(C)C=O (DMF). Run at time 30 minute. Product: CNS(=O)(=O)C=1C=C(CNC(=O)C=2C(=NC(=NC2)C=2C=NC=CC2)C)C=CC1 (2-(3-pyridyl)-4-methyl-pyrimidine-5-carboxylic-acid-3-methylsulfamoyl-benzylamide). Isolated yield 45.0%. RXN SMILES: [N:1]1[CH:6]=[CH:5][CH:4]=[C:3]([C:7]2[N:12]=[C:11]([CH3:13])[C:10]([C:14]([OH:16])=O)=[CH:9][N:8]=2)[CH:2]=1.C(N(C(C)C)CC)(C)C.Cl.[CH3:27][NH:28][S:29]([C:32]1[CH:33]=[C:34]([CH:37]=[CH:38][CH:39]=1)[CH2:35][NH2:36])(=[O:31])=[O:30]>CN(C=O)C>[CH3:27][NH:28][S:29]([C:32]1[CH:33]=[C:34]([CH:37]=[CH:38][CH:39]=1)[CH2:35][NH:36][C:14]([C:10]1[C:11]([CH3:13])=[N:12][C:7]([C:3]2[CH:2]=[N:1][CH:6]=[CH:5][CH:4]=2)=[N:8][CH:9]=1)=[O:16])(=[O:30])=[O:31] |f:2.3|. Reported procedure: A mixture of 2-(3-pyridyl)-4-methylpyrimidine-5-carboxylic acid (215 mg, 1 mmol, prepared according to the general procedure described in Example 42, steps 1 and 2) and O-(7-azabenzotriazol-1-yl)-N,N,N,N-tetramethyluronium hexafluorophosphate (380 mg, 1 mmol) in dry DMF (12 mL) is treated with of diisopropylethylamine (0.18 mL) and stirred at room temperature for 30 min. 3-Methylsulfamoylbenzylamine hydrochloride (355 mg, 1.5 mmol) is added and the mixture is stirred at room temperature for 24 h... Starting materials: C(C1=CC=CC=C1)NC1=NC=NC2=C1N=C(N=C2N2CCOCC2)Cl (8-benzylamino-2-chloro-4-morpholino-pyrimido-[5,4-d]-pyrimidine), N1CCNCC1 (piperazine). Yields the product C(C1=CC=CC=C1)NC1=NC=NC2=C1N=C(N=C2N2CCOCC2)N2CCNCC2 (8-Benzylamino-4-morpholino-2-piperazino-pyrimido-[5,4-d]-pyrimidine). RXN SMILES: [CH2:1]([NH:8][C:9]1[C:14]2[N:15]=[C:16](Cl)[N:17]=[C:18]([N:19]3[CH2:24][CH2:23][O:22][CH2:21][CH2:20]3)[C:13]=2[N:12]=[CH:11][N:10]=1)[C:2]1[CH:7]=[CH:6][CH:5]=[CH:4][CH:3]=1.[NH:26]1[CH2:31][CH2:30][NH:29][CH2:28][CH2:27]1>>[CH2:1]([NH:8][C:9]1[C:14]2[N:15]=[C:16]([N:26]3[CH2:31][CH2:30][NH:29][CH2:28][CH2:27]3)[N:17]=[C:18]([N:19]3[CH2:24][CH2:23][O:22][CH2:21][CH2:20]3)[C:13]=2[N:12]=[CH:11][N:10]=1)[C:2]1[CH:7]=[CH:6][CH:5]=[CH:4][CH:3]=1. Procedure details: This compound was prepared analogous to Example 118 from 8-benzylamino-2-chloro-4-morpholino-pyrimido-[5,4-d]-pyrimidine (m.p.: 139°-141° C.) and piperazine. Reactants: COc1cc(C(O)c2cccs2)cc([N+](=O)[O-])c1OC, CC(C)=O. The product is COc1cc(C(=O)c2cccs2)cc([N+](=O)[O-])c1OC. Reaction SMILES: [CH3:1][O:2][c:3]1[cH:4][c:5]([CH:14]([OH:15])[c:16]2[s:17][cH:18][cH:19][cH:20]2)[cH:6][c:7]([N+:11](=[O:12])[O-:13])[c:8]1[O:9][CH3:10].[CH3:21][C:22](=[O:23])[CH3:24]>>[CH3:1][O:2][c:3]1[cH:4][c:5]([C:14](=[O:15])[c:16]2[s:17][cH:18][cH:19][cH:20]2)[cH:6][c:7]([N+:11](=[O:12])[O-:13])[c:8]1[O:9][CH3:10]. Starting materials: C(C)N(C1=C(C=CC(=C1)OC)[C@H]1CC=2C=CC(=CC2CC1)OC(C(C)(C)C)=O)C(C1=CC(=C(C=C1)O)F)=O (pivalic acid (R)-6-{2-[ethyl(3-fluoro-4-hydroxybenzoyl)amino]-4-methoxyphenyl}-5,6,7,8-tetrahydronaphthalen-2-yl ester), ClCC(=O)N(C[C@@H]1OCCC1)C (2-chloro-N-methyl-N-[(R)-tetrahydrofuran-2-ylmethyl]acetamide). Product: C(C)N(C1=C(C=CC(=C1)OC)[C@H]1CC=2C=CC(=CC2CC1)O)CC1=CC(=C(C=C1)OCCN(C[C@@H]1OCCC1)C)F ((R)-6-{2-{Ethyl{3-fluoro-4-{2-{methyl[(R)-tetrahydrofuran-2-ylmethyl]amino}ethoxy}benzyl}amino}-4-methoxyphenyl}-5,6,7,8-tetrahydronaphthalen-2-ol). Yield: 19.7%. As a reaction SMILES: [CH2:1]([N:3]([C:29](=O)[C:30]1[CH:35]=[CH:34][C:33]([OH:36])=[C:32]([F:37])[CH:31]=1)[C:4]1[CH:9]=[C:8]([O:10][CH3:11])[CH:7]=[CH:6][C:5]=1[C@@H:12]1[CH2:21][CH2:20][C:19]2[CH:18]=[C:17]([O:22]C(=O)C(C)(C)C)[CH:16]=[CH:15][C:14]=2[CH2:13]1)[CH3:2].Cl[CH2:40][C:41]([N:43]([CH3:50])[CH2:44][C@H:45]1[CH2:49][CH2:48][CH2:47][O:46]1)=O>>[CH2:1]([N:3]([CH2:29][C:30]1[CH:35]=[CH:34][C:33]([O:36][CH2:40][CH2:41][N:43]([CH3:50])[CH2:44][C@H:45]2[CH2:49][CH2:48][CH2:47][O:46]2)=[C:32]([F:37])[CH:31]=1)[C:4]1[CH:9]=[C:8]([O:10][CH3:11])[CH:7]=[CH:6][C:5]=1[C@@H:12]1[CH2:21][CH2:20][C:19]2[CH:18]=[C:17]([OH:22])[CH:16]=[CH:15][C:14]=2[CH2:13]1)[CH3:2]. Reported procedure: Synthesized from pivalic acid (R)-6-{2-[ethyl(3-fluoro-4-hydroxybenzoyl)amino]-4-methoxyphenyl}-5,6,7,8-tetrahydronaphthalen-2-yl ester (15 mg) and 2-chloro-N-methyl-N-[(R)-tetrahydrofuran-2-ylmethyl]acetamide (11 mg) according to an analogous synthetic method to Example 404 and purified by LC-MS, the title compound (3.2 mg) was obtained.